Dataset: the Open Reaction Database (ORD), a public repository of structured organic reaction records. Task: describe an organic reaction: reactants, conditions, products, and yield Starting materials: C(CCCCCCCCCCCCCCCCC)O (1-octadecanol), CC(CO)CCCCCCCCC (2-methyl-1-undecanol), C(CC)C(CO)CCCCCCC (2-propyl-1-nonanol). Product: C(CCCCCCCCCCCCCCCC)O (1-heptadecanol). Reaction SMILES: [CH2:1]([OH:19])[CH2:2][CH2:3][CH2:4][CH2:5][CH2:6][CH2:7][CH2:8][CH2:9][CH2:10][CH2:11][CH2:12][CH2:13][CH2:14][CH2:15][CH2:16][CH2:17]C.CC(CCCCCCCCC)CO.C(C(CCCCCCC)CO)CC>>[CH2:1]([OH:19])[CH2:2][CH2:3][CH2:4][CH2:5][CH2:6][CH2:7][CH2:8][CH2:9][CH2:10][CH2:11][CH2:12][CH2:13][CH2:14][CH2:15][CH2:16][CH3:17]. Procedure details: 1-octadecanol; 2-methyl-1-undecanol; 2-propyl-1-nonanol; The reactants are C12C(CCCC1)O2 (cyclohexene oxide), CNC (dimethylamine), C1CCOC1 (THF). The solvent is CO (methanol). Run at temperature 0 celsius, time 4 hour. Product: CN([C@H]1[C@@H](CCCC1)O)C ((±)-trans-2-(Dimethylamino)cyclohexanol). RXN SMILES: [CH:1]12[O:7][CH:2]1[CH2:3][CH2:4][CH2:5][CH2:6]2.[CH3:8][NH:9][CH3:10].C1COCC1>CO>[CH3:8][N:9]([CH3:10])[C@@H:1]1[CH2:6][CH2:5][CH2:4][CH2:3][C@H:2]1[OH:7]. Procedure details: To a solution of cyclohexene oxide (3.64 mL, 36.0 mmol) in 30 mL of dry methanol was added dropwise 2.0 M dimethylamine in THF (15.0 mL, 30.0 mmol). The reaction mixture was stirred at 0° C. for 4 h. The solution was then warmed to room temperature and stirred for 18 h. The reaction mixture was then concentrated under reduced pressure to afford 1.11 g (26% crude yield) of the crude product which was used in the following reaction without purification. The reactants are O.O.O.P(=O)([O-])([O-])[O-].[K+].[K+].[K+] (tripotassium phosphate trihydrate), CN1N=CC(=C1)B1OC(C(O1)(C)C)(C)C (1-methyl-4-(4,4,5,5-tetramethyl-1,3,2-dioxaborolan-2-yl)-1H-pyrazole), BrC1=CN=C2C(=N1)N(N=N2)CC2=CC(=CC=C2)C2=NC=C(C=N2)OCCN2CCOCC2 (6-bromo-1-{3-[5-(2-morpholin-4-ylethoxy)pyrimidin-2-yl]benzyl}-1H-1,2,3-triazolo[4,5-b]pyrazine). The reagents and catalysts are Cl[Pd]([P](C1=CC=CC=C1)(C2=CC=CC=C2)C3=CC=CC=C3)([P](C4=CC=CC=C4)(C5=CC=CC=C5)C6=CC=CC=C6)Cl (bis(triphenylphosphine)palladium(II) chloride). Solvent: COCCOC (ethylene glycol dimethyl ether). Conditions: temperature 80 celsius, time 16 hour. The product is CN1N=CC(=C1)C1=CN=C2C(=N1)N(N=N2)CC2=CC(=CC=C2)C2=NC=C(C=N2)OCCN2CCOCC2 (6-(1-methyl-1H-pyrazol-4-yl)-1-{3-[5-(2-morpholin-4-ylethoxy)pyrimidin-2-yl]benzyl}-1H-1,2,3-triazolo[4,5-b]-pyrazine). Yield: 35.1%. Reaction SMILES: Br[C:2]1[N:7]=[C:6]2[N:8]([CH2:11][C:12]3[CH:17]=[CH:16][CH:15]=[C:14]([C:18]4[N:23]=[CH:22][C:21]([O:24][CH2:25][CH2:26][N:27]5[CH2:32][CH2:31][O:30][CH2:29][CH2:28]5)=[CH:20][N:19]=4)[CH:13]=3)[N:9]=[N:10][C:5]2=[N:4][CH:3]=1.O.O.O.P([O-])([O-])([O-])=O.[K+].[K+].[K+].[CH3:44][N:45]1[CH:49]=[C:48](B2OC(C)(C)C(C)(C)O2)[CH:47]=[N:46]1>COCCOC.Cl[Pd](Cl)([P](C1C=CC=CC=1)(C1C=CC=CC=1)C1C=CC=CC=1)[P](C1C=CC=CC=1)(C1C=CC=CC=1)C1C=CC=CC=1>[CH3:44][N:45]1[CH:49]=[C:48]([C:2]2[N:7]=[C:6]3[N:8]([CH2:11][C:12]4[CH:17]=[CH:16][CH:15]=[C:14]([C:18]5[N:19]=[CH:20][C:21]([O:24][CH2:25][CH2:26][N:27]6[CH2:28][CH2:29][O:30][CH2:31][CH2:32]6)=[CH:22][N:23]=5)[CH:13]=4)[N:9]=[N:10][C:5]3=[N:4][CH:3]=2)[CH:47]=[N:46]1 |f:1.2.3.4.5.6.7,^1:67,86|. Procedure: Under an argon atmosphere, 225 mg (0.24 mmol) of 6-bromo-1-{3-[5-(2-morpholin-4-ylethoxy)pyrimidin-2-yl]benzyl}-1H-1,2,3-triazolo[4,5-b]pyrazine are dissolved in 5 ml of ethylene glycol dimethyl ether, and 102 mg (0.48 mmol) of tripotassium phosphate trihydrate and 55 mg (0.26 mmol) of 1-methyl-4-(4,4,5,5-tetramethyl-1,3,2-dioxaborolan-2-yl)-1H-pyrazole are added. The reaction mixture is evacuated and flushed with argon twice. 14 mg (0.02 mmol) of bis(triphenylphosphine)palladium(II) chloride ar... Reactants: BrC(C(C1=CC=2C(CCC(C2C=C1)(C)C)(C)C)Br)C1=CC=C(C=C1)C#N (1,2-dibromo-1-(4-cyanophenyl)-2-(5,6,7,8-tetrahydro-5,5,8,8-tetramethylnaphth-2-yl)-ethane), potassium tert.-butylate, C1COCCOCCOCCOCCOCCO1 (18-crown-6). Run in petroleum ether, ice water. Reaction conditions: temperature 50 celsius, time 10 hour. Yields the product CC1(C=2C=CC(=CC2C(CC1)(C)C)C#CC1=CC=C(C#N)C=C1)C (4-[(5,6,7,8-tetrahydro-5,5,8,8-tetramethylnaphth-2-yl)-ethynyl]-benzonitril). Isolated yield 43.3%. Reaction SMILES: Br[CH:2]([C:19]1[CH:24]=[CH:23][C:22]([C:25]#[N:26])=[CH:21][CH:20]=1)[CH:3](Br)[C:4]1[CH:13]=[CH:12][C:11]2[C:10]([CH3:15])([CH3:14])[CH2:9][CH2:8][C:7]([CH3:17])([CH3:16])[C:6]=2[CH:5]=1.C1OCCOCCOCCOCCOCCOC1>>[CH3:14][C:10]1([CH3:15])[CH2:9][CH2:8][C:7]([CH3:16])([CH3:17])[C:6]2[CH:5]=[C:4]([C:3]#[C:2][C:19]3[CH:24]=[CH:23][C:22]([C:25]#[N:26])=[CH:21][CH:20]=3)[CH:13]=[CH:12][C:11]1=2. Reported procedure: 6.7 g (0.014 mole) of 1,2-dibromo-1-(4-cyanophenyl)-2-(5,6,7,8-tetrahydro-5,5,8,8-tetramethylnaphth-2-yl)-ethane (cf. Example 6a) were suspended in 26 ml of petroleum ether. After the addition of 3.2 g (0.028 mole) of potassium tert.-butylate, the temperature of the reaction mixture increased to 50° C. The mixture was refluxed for 1 hour, 20 mg (0.1 mole) of 18-crown-6 were added, and refluxing was continued for a further 10 hours. Thereafter, the mixture was poured onto 500 ml of ice water and ... Reactants: S(=O)(=O)([O-])S(=O)[O-].[Na+].[Na+] (sodium metabisulphite), O([Na])Br (NaOBr), C(C)(=O)O.C1(=CC=CC=C1)C1=CC=CC=C1 (biphenyl acetate), FC1=CC=C(C=C1)C1=CC=C(C=C1)C(C)=O (1-(4′-Fluoro-biphenyl-4-yl)-ethanone). Run in O1CCOCC1 (dioxane), O (water). Reaction conditions: temperature 50 celsius, time 20 minute. The product is FC1=CC=C(C=C1)C1=CC=C(C=C1)C(=O)O (4′-Fluoro-biphenyl-4-carboxylic acid). Reaction SMILES: [F:1][C:2]1[CH:7]=[CH:6][C:5]([C:8]2[CH:13]=[CH:12][C:11]([C:14](=[O:16])C)=[CH:10][CH:9]=2)=[CH:4][CH:3]=1.[O:17](Br)[Na].C(O)(=O)C.C1(C2C=CC=CC=2)C=CC=CC=1.S(S([O-])=O)([O-])(=O)=O.[Na+].[Na+]>O1CCOCC1.O>[F:1][C:2]1[CH:3]=[CH:4][C:5]([C:8]2[CH:9]=[CH:10][C:11]([C:14]([OH:16])=[O:17])=[CH:12][CH:13]=2)=[CH:6][CH:7]=1 |f:2.3,4.5.6|. Reported procedure: NaOH (7 g) was dissolved in water (25 mL) and cooled in an ice bath. Bromine (7.8 g) was added dropwise to give a solution of NaOBr. 1-(4′-Fluoro-biphenyl-4-yl)-ethanone (0.01 mol) was dissolved in dioxane (35 mL) and warmed to 50° C. in a water bath. The NaOBr solution was added slowly to the stirred solution of the biphenyl acetate and stirring continued at 50° C. for a further 20 minutes. The solution was allowed to cool and a solution of sodium metabisulphite (8 g in 40 mL water) was added f... Starting materials: C(C1=CC=CC=C1)CC(C)=O (benzylacetone), S(=O)(=O)(O)[O-].[K+] (potassium hydrogensulfate), C(C)OP(=O)(OCC)CC(=O)OCC (Ethyl diethylphosphonoacetate), CC(C)([O-])C.[K+] (potassium tert-butoxide). Run in O1CCCC1 (tetrahydrofuran), O1CCCC1 (tetrahydrofuran). Reaction conditions: time 10 minute. Product: C1(=CC=CC=C1)CCC(=CC(=O)OCC)C (ethyl 5-phenyl-3-methyl-2-pentenoate). The yield is 123.5%. RXN SMILES: C(OP([CH2:9][C:10]([O:12][CH2:13][CH3:14])=[O:11])(OCC)=O)C.CC(C)([O-])C.[K+].[CH2:21]([CH2:28][C:29](=O)[CH3:30])[C:22]1[CH:27]=[CH:26][CH:25]=[CH:24][CH:23]=1.S([O-])(O)(=O)=O.[K+]>O1CCCC1>[C:22]1([CH2:21][CH2:28][C:29]([CH3:30])=[CH:9][C:10]([O:12][CH2:13][CH3:14])=[O:11])[CH:27]=[CH:26][CH:25]=[CH:24][CH:23]=1 |f:1.2,4.5|. Procedure details: Ethyl diethylphosphonoacetate (1.67 g, 7.42 mmol) was added dropwise to a solution of potassium tert-butoxide (0.83 g, 7.42 mmol) in tetrahydrofuran (10 ml), followed by stirring at room temperature for 10 minutes. Then, a solution of benzylacetone (1.00 g, 6.75 mmol) in tetrahydrofuran (10 ml) was added drop-wise thereto, and the resulting mixture was stirred at room temperature for 1 hour and then heated under reflux for another 1 hour. The reaction mixture was poured into a 5% aqueous potassi...